From a dataset of the Open Reaction Database (ORD), a public repository of structured organic reaction records. describe an organic reaction: reactants, conditions, products, and yield Starting materials: O=C([O-])O, Cc1cccc(C)c1-c1cccc(CO)c1, CO, [Na+], O, O=S(Cl)Cl. Product: Cc1cccc(C)c1-c1cccc(CCl)c1. As a reaction SMILES: [C:22](=[O:23])([OH:24])[O-:25].[CH3:1][c:2]1[c:3](-[c:9]2[cH:10][c:11]([CH2:12][OH:13])[cH:14][cH:15][cH:16]2)[c:4]([CH3:8])[cH:5][cH:6][cH:7]1.[CH3:27][OH:28].[Na+:26].[OH2:21].[S:17]([Cl:18])([Cl:19])=[O:20]>>[CH3:1][c:2]1[c:3](-[c:9]2[cH:10][c:11]([CH2:12][Cl:19])[cH:14][cH:15][cH:16]2)[c:4]([CH3:8])[cH:5][cH:6][cH:7]1.